This data is from the Open Reaction Database (ORD), a public repository of structured organic reaction records. The task is: describe an organic reaction: reactants, conditions, products, and yield Reactants: [OH-].[Na+] (sodium hydroxide), [Sn](Cl)Cl (tin (II) chloride), BrC1=C(C=CC(=C1)[N+](=O)[O-])SCC1=CC=NC=C1 (4-[(2-Bromo-4-nitrophenylthio)methyl]pyridine). Solvent: Cl (HCl), C(C)O (ethanol), O (water). Run at temperature 60 celsius. Yields the product NC1=CC(=C(C=C1)SCC1=CC=NC=C1)Br (4-[(4-Amino-2-bromophenylthio)methyl]pyridine). RXN SMILES: [Br:1][C:2]1[CH:7]=[C:6]([N+:8]([O-])=O)[CH:5]=[CH:4][C:3]=1[S:11][CH2:12][C:13]1[CH:18]=[CH:17][N:16]=[CH:15][CH:14]=1.[Sn](Cl)Cl.[OH-].[Na+]>C(O)C.Cl.O>[NH2:8][C:6]1[CH:5]=[CH:4][C:3]([S:11][CH2:12][C:13]2[CH:18]=[CH:17][N:16]=[CH:15][CH:14]=2)=[C:2]([Br:1])[CH:7]=1 |f:2.3|. Reported procedure: 4-[(2-Bromo-4-nitrophenylthio)methyl]pyridine (D14) (0.800 g, 2.56 mmol) was dissolved in ethanol (40 ml) and heated to 60° C. with stifling. A solution of tin (II) chloride (1.696 g, 8.96 mmol) in conc. HCl (8 ml) was then added dropwise. The reaction mixture was heated under reflux for 2 h, then allowed to cool, diluted with water (40 ml) and basified to pH14 by the addition of 10% sodium hydroxide. The reaction mixture was concentrated in vacuo and the aqueous residue was extracted with dichl... Reactants: O=C(Cl)OCc1ccccc1, ClCCl, COC(=O)c1ccc(OS(=O)(=O)C(F)(F)F)c(N)c1, c1ccncc1. The product is COC(=O)c1ccc(OS(=O)(=O)C(F)(F)F)c(NC(=O)OCc2ccccc2)c1. RXN SMILES: [Cl:20][C:21](=[O:22])[O:23][CH2:24][c:25]1[cH:26][cH:27][cH:28][cH:29][cH:30]1.[Cl:37][CH2:38][Cl:39].[F:1][C:2]([S:3](=[O:4])(=[O:5])[O:6][c:7]1[c:8]([NH2:17])[cH:9][c:10]([C:13](=[O:14])[O:15][CH3:16])[cH:11][cH:12]1)([F:18])[F:19].[cH:31]1[cH:32][cH:33][n:34][cH:35][cH:36]1>>[F:1][C:2]([S:3](=[O:4])(=[O:5])[O:6][c:7]1[c:8]([NH:17][C:21](=[O:22])[O:23][CH2:24][c:25]2[cH:26][cH:27][cH:28][cH:29][cH:30]2)[cH:9][c:10]([C:13](=[O:14])[O:15][CH3:16])[cH:11][cH:12]1)([F:18])[F:19]. Starting materials: ClC1=C(C=C(C(=O)NCC2CCN(CC2)C(=O)OC(C)(C)C)C=C1)OC (tert-butyl 4-{[(4-chloro-3-methoxybenzoyl)amino]methyl}-1-piperidinecarboxylate), FC(C(=O)O)(F)F (trifluoroacetic acid). The solvent is ClCCl (dichloromethane). Product: FC(C(=O)O)(F)F.ClC1=C(C=C(C(=O)NCC2CCNCC2)C=C1)OC (4-chloro-3-methoxy-N-(4-piperidinylmethyl)benzamide Trifluoroacetate). Reaction SMILES: [Cl:1][C:2]1[CH:24]=[CH:23][C:5]([C:6]([NH:8][CH2:9][CH:10]2[CH2:15][CH2:14][N:13](C(OC(C)(C)C)=O)[CH2:12][CH2:11]2)=[O:7])=[CH:4][C:3]=1[O:25][CH3:26].[F:27][C:28]([F:33])([F:32])[C:29]([OH:31])=[O:30]>ClCCl>[F:27][C:28]([F:33])([F:32])[C:29]([OH:31])=[O:30].[Cl:1][C:2]1[CH:24]=[CH:23][C:5]([C:6]([NH:8][CH2:9][CH:10]2[CH2:11][CH2:12][NH:13][CH2:14][CH2:15]2)=[O:7])=[CH:4][C:3]=1[O:25][CH3:26] |f:3.4|. Procedure: A solution of the compound prepared in Example 10 (1.44 g) in dichloromethane (8.04 mL)-trifluoroacetic acid (1.46 mL) was stirred for 18 hours. The reaction was concentrated and the excess trifluoroacetic acid was removed via azeotropic distillation from toluene and diethyl ether. The resulting oil solidified upon treatment with (diethyl ether:hexane=5:1) and the solids were collected by filtration to obtain the title compound (1.36 g) having the following physical data. Reactants: COC(CN(C=1SC=C(N1)C1=CC=C(C=C1)F)C(=O)OC(C)(C)C)=O ((tert-butoxycarbonyl-(4-(4-fluorophenyl)thiazol-2-yl)-amino)acetic acid methyl ester), [BH4-].[Li+] (lithium borohydride), O (water). Yields the product C(C)(C)(C)OC(N(CCO)C=1SC=C(N1)C1=CC=C(C=C1)F)=O ((4-(4-Fluorophenyl)thiazol-2-yl)-(2-hydroxyethyl)-carbamic acid tert-butyl ester). RXN SMILES: C[O:2][C:3](=O)[CH2:4][N:5]([C:18]([O:20][C:21]([CH3:24])([CH3:23])[CH3:22])=[O:19])[C:6]1[S:7][CH:8]=[C:9]([C:11]2[CH:16]=[CH:15][C:14]([F:17])=[CH:13][CH:12]=2)[N:10]=1.[BH4-].[Li+].O>C1COCC1>[C:21]([O:20][C:18](=[O:19])[N:5]([C:6]1[S:7][CH:8]=[C:9]([C:11]2[CH:12]=[CH:13][C:14]([F:17])=[CH:15][CH:16]=2)[N:10]=1)[CH2:4][CH2:3][OH:2])([CH3:24])([CH3:22])[CH3:23] |f:1.2|. The solvent is C1CCOC1 (THF). Procedure: Under argon, 435 mg (1.18 mmol) of (tert-butoxycarbonyl-(4-(4-fluorophenyl)thiazol-2-yl)-amino)acetic acid methyl ester and 51.7 mg (2.37 mmol) of lithium borohydride were stirred in 20 ml of THF at 60° C. for 1 h. After cooling, the mixture was cautiously hydrolyzed with water, the precipitate was filtered off with suction, and water and ethyl acetate were added to the filtrate. The organic phase was separated, washed with water and concentrated. Yield: 273 mg (68%). Reactants: ice water, BrC1=CN=CN1C (5-bromo-1-methyl-1H-imidazole), N1(N=CN=C1)C1=CC=C(CC=2C(=NC3=CC=C(C=C3C2Cl)C(=O)C2=CC=C(C#N)C=C2)OC)C=C1 (4-(3-(4-(1H-1,2,4-triazol-1-yl)benzyl)-4-chloro-2-methoxyquinoline-6-carbonyl)benzonitrile), N1(N=CN=C1)C1=CC=C(CC=2C(=NC3=CC=C(C=C3C2Cl)C(=O)C2=CC=C(C#N)C=C2)OC)C=C1 (4-(3-(4-(1H-1,2,4-triazol-1-yl)benzyl)-4-chloro-2-methoxyquinoline-6-carbonyl)benzonitrile), lanthanum(III) chloride bis(lithium chloride), C(CC(O)(C(=O)O)CC(=O)O)(=O)O (citric acid). Run in O1CCCC1 (tetrahydrofuran), O1CCCC1 (tetrahydrofuran), O1CCCC1 (tetrahydrofuran). Reaction conditions: time 5 minute. Yields the product N1(N=CN=C1)C1=CC=C(CC=2C(=NC3=CC=C(C=C3C2Cl)C(C2=CC=C(C#N)C=C2)(C2=CN=CN2C)O)OC)C=C1 (4-((3-(4-(1H-1,2,4-Triazol-1-yl)benzyl)-4-chloro-2-methoxyquinolin-6-yl)(hydroxy)(1-methyl-1H-imidazol-5-yl)methyl)benzonitrile). RXN SMILES: Br[C:2]1[N:6]([CH3:7])[CH:5]=[N:4][CH:3]=1.[N:8]1([C:13]2[CH:42]=[CH:41][C:16]([CH2:17][C:18]3[C:19]([O:39][CH3:40])=[N:20][C:21]4[C:26]([C:27]=3[Cl:28])=[CH:25][C:24]([C:29]([C:31]3[CH:38]=[CH:37][C:34]([C:35]#[N:36])=[CH:33][CH:32]=3)=[O:30])=[CH:23][CH:22]=4)=[CH:15][CH:14]=2)[CH:12]=[N:11][CH:10]=[N:9]1.C(O)(=O)CC(CC(O)=O)(C(O)=O)O>O1CCCC1>[N:8]1([C:13]2[CH:14]=[CH:15][C:16]([CH2:17][C:18]3[C:19]([O:39][CH3:40])=[N:20][C:21]4[C:26]([C:27]=3[Cl:28])=[CH:25][C:24]([C:29]([OH:30])([C:2]3[N:6]([CH3:7])[CH:5]=[N:4][CH:3]=3)[C:31]3[CH:38]=[CH:37][C:34]([C:35]#[N:36])=[CH:33][CH:32]=3)=[CH:23][CH:22]=4)=[CH:41][CH:42]=2)[CH:12]=[N:11][CH:10]=[N:9]1. Procedure details: A solution of isopropylmagnesium chloride-lithium chloride complex in tetrahydrofuran (1.3 M, 0.986 mL, 1.28 mmol) was added dropwise to an ice-water cooled, stirring suspension of 5-bromo-1-methyl-1H-imidazole (241 mg, 1.50 mmol) in dry tetrahydrofuran (6 mL). After 5 minutes, the flask was removed from the cooling bath and the white suspension was stirred at 23° C. After 10 minutes, the Grignard suspension was added to an ice-water cooled, stirring mixture containing 4-(3-(4-(1H-1,2,4-triazol-... The reactants are C(C)(C)N(S(=O)(=O)C=1C=C(C(=O)OCC[Si](C)(C)C)C=CC1)[C@@H]1CC[C@H](CC1)C(=O)OC (2-(trimethylsilyl)ethyl 3-{isopropyl[trans-4-(methoxycarbonyl)cyclohexyl]sulfamoyl}benzoate), Cl (hydrochloric acid), CCCC[N+](CCCC)(CCCC)CCCC.[F-] (TBAF). The solvent is C1CCOC1 (THF), C1CCOC1 (THF). Product: C(C)(C)N(S(=O)(=O)C=1C=C(C(=O)O)C=CC1)[C@@H]1CC[C@H](CC1)C(=O)OC (3-{isopropyl[trans-4-(methoxycarbonyl)cyclohexyl]sulfamoyl}benzoic acid). The yield is 99.3%. As a reaction SMILES: [CH:1]([N:4]([C@H:23]1[CH2:28][CH2:27][C@H:26]([C:29]([O:31][CH3:32])=[O:30])[CH2:25][CH2:24]1)[S:5]([C:8]1[CH:9]=[C:10]([CH:20]=[CH:21][CH:22]=1)[C:11]([O:13]CC[Si](C)(C)C)=[O:12])(=[O:7])=[O:6])([CH3:3])[CH3:2].CCCC[N+](CCCC)(CCCC)CCCC.[F-].Cl>C1COCC1>[CH:1]([N:4]([C@H:23]1[CH2:28][CH2:27][C@H:26]([C:29]([O:31][CH3:32])=[O:30])[CH2:25][CH2:24]1)[S:5]([C:8]1[CH:9]=[C:10]([CH:20]=[CH:21][CH:22]=1)[C:11]([OH:13])=[O:12])(=[O:7])=[O:6])([CH3:3])[CH3:2] |f:1.2|. Reported procedure: A mixture of 305 mg of 2-(trimethylsilyl)ethyl 3-{isopropyl[trans-4-(methoxycarbonyl)cyclohexyl]sulfamoyl}benzoate, a solution of TBAF in THF (1.0 M, 1.0 mL), and 3.0 mL of THF was stirred at room temperature for 2 hours. To the reaction mixture was added 0.2 M hydrochloric acid, followed by extraction with ethyl acetate. The organic layer was washed with 0.2 M hydrochloric acid, water, and saturated brine in this order, then dried over anhydrous sodium sulfate, and concentrated under reduced pr... Starting materials: ClC=1C(=C(OC2=NC=CC(=N2)OC2=CC(=C(C=C2C)N)C)C=CC1)C (4-[2-(3-chloro-2-methyl-phenoxy)-pyrimidin-4-yloxy]-2,5-dimethyl-phenylamine), CO (methanol), COC(N(CC)C)OC (N-(dimethoxymethyl)-N-methyl-ethanamine). Conditions: temperature 45 celsius, time 20 hour. Product: ClC=1C(=C(OC2=NC=CC(=N2)OC2=CC(=C(C=C2C)N=CN(C)CC)C)C=CC1)C (N′-{4-[2-(3-chloro-2-methyl-phenoxy)-pyrimidin-4-yloxy]-2,5-dimethyl-phenyl}-N-ethyl-N-methyl-formamidine). RXN SMILES: [Cl:1][C:2]1[C:3]([CH3:25])=[C:4]([CH:22]=[CH:23][CH:24]=1)[O:5][C:6]1[N:11]=[C:10]([O:12][C:13]2[C:18]([CH3:19])=[CH:17][C:16]([NH2:20])=[C:15]([CH3:21])[CH:14]=2)[CH:9]=[CH:8][N:7]=1.CO.CO[CH:30](OC)[N:31]([CH3:34])[CH2:32][CH3:33]>>[Cl:1][C:2]1[C:3]([CH3:25])=[C:4]([CH:22]=[CH:23][CH:24]=1)[O:5][C:6]1[N:11]=[C:10]([O:12][C:13]2[C:18]([CH3:19])=[CH:17][C:16]([N:20]=[CH:30][N:31]([CH2:32][CH3:33])[CH3:34])=[C:15]([CH3:21])[CH:14]=2)[CH:9]=[CH:8][N:7]=1. Procedure: To a mixture of 293 mg (0.7 mmol) of 4-[2-(3-chloro-2-methyl-phenoxy)-pyrimidin-4-yloxy]-2,5-dimethyl-phenylamine in 20 ml methanol 182 mg (1.05 mmol) of N-(dimethoxymethyl)-N-methyl-ethanamine (77% pure) was added. The reaction mixture was stirred for 20 hrs at 45° C. The reaction mixture was dried over magnesium sulfate concentrated in vacuo and yielded 290 mg (76%) with a purity of 78%; log P (pH 2.3)=2.08. Starting materials: C, CCO, Cc1cc([N+](=O)[O-])ccc1C(O)c1ccccn1, [Pd]. Yields the product Cc1cc(N)ccc1C(O)c1ccccn1. RXN SMILES: [C:22].[CH3:19][CH2:20][OH:21].[CH3:1][c:2]1[c:3]([CH:11]([OH:12])[c:13]2[n:14][cH:15][cH:16][cH:17][cH:18]2)[cH:4][cH:5][c:6]([N+:8]([O-:9])=[O:10])[cH:7]1.[Pd:23]>>[CH3:1][c:2]1[c:3]([CH:11]([OH:12])[c:13]2[n:14][cH:15][cH:16][cH:17][cH:18]2)[cH:4][cH:5][c:6]([NH2:8])[cH:7]1.